This data is from the Open Reaction Database (ORD), a public repository of structured organic reaction records. The task is: describe an organic reaction: reactants, conditions, products, and yield Reactants: BrBr (bromine), ClC1=C(C=CC(=C1)Cl)C (2,4-dichlorotoluene), [Cl-].[Al+3].[Cl-].[Cl-] (aluminum chloride). Yields the product 295, ClC1=C(C=C(C(=C1)Cl)Br)C (2,4-dichloro-5-bromotoluene). Reaction SMILES: [Cl:1][C:2]1[CH:7]=[C:6]([Cl:8])[CH:5]=[CH:4][C:3]=1[CH3:9].[Cl-].[Al+3].[Cl-].[Cl-].[Br:14]Br>>[Cl:1][C:2]1[CH:7]=[C:6]([Cl:8])[C:5]([Br:14])=[CH:4][C:3]=1[CH3:9] |f:1.2.3.4|. Procedure details: 500 parts of 2,4-dichlorotoluene (b.p.=198° to 200° C.) and 10 parts of anhydrous aluminum chloride were charged into a 1-liter four-necked flask provided with a reflux condenser, a thermometer, a stirrer and a dropping funnel. 397 parts of bromine was added dropwisely at 30° to 40° C. over a period of 5 hours. The reaction liquid was washed with warm water followed by separating the water layer, and then the oil layer was cooled. The separated crystals were filtered off, recrystallized from met... Starting materials: C#Cc1cc(C(=O)OC)cc(C(=O)N(CCC)CCC)c1, CO, ClC(Cl)Cl, [K+], [OH-], O. The product is C#Cc1cc(C(=O)O)cc(C(=O)N(CCC)CCC)c1. As a reaction SMILES: [CH2:1]([CH2:2][CH3:3])[N:4]([C:5](=[O:6])[c:7]1[cH:8][c:9]([C:10](=[O:11])[O:12][CH3:13])[cH:14][c:15]([C:17]#[CH:18])[cH:16]1)[CH2:19][CH2:20][CH3:21].[CH3:24][OH:25].[CH:27]([Cl:28])([Cl:29])[Cl:30].[K+:23].[OH-:22].[OH2:26]>>[CH2:1]([CH2:2][CH3:3])[N:4]([C:5](=[O:6])[c:7]1[cH:8][c:9]([C:10](=[O:11])[OH:12])[cH:14][c:15]([C:17]#[CH:18])[cH:16]1)[CH2:19][CH2:20][CH3:21]. Reactants: Cl.C1(=CC=CC=C1)CCCCCN(C)CCC(=O)O (3-[N-(5-phenylpentyl)-N-methylamino]-propionic acid hydrochloride), P(O)(O)(O)=O (phosphoric acid), P(Cl)(Cl)Cl (phosphorus trichloride). Run in ClC1=CC=CC=C1 (chlorobenzene). The product is C1(=CC=CC=C1)CCCCCN(C)CCC(P(O)(=O)O)(P(O)(=O)O)O (3-[N-(5-phenylpentyl)-N-methyl-amino]-1-hydroxypropane-1,1-diphosphonic acid). RXN SMILES: Cl.[C:2]1([CH2:8][CH2:9][CH2:10][CH2:11][CH2:12][N:13]([CH2:15][CH2:16][C:17]([OH:19])=O)[CH3:14])[CH:7]=[CH:6][CH:5]=[CH:4][CH:3]=1.[P:20](=[O:24])([OH:23])([OH:22])O.P(Cl)(Cl)Cl>ClC1C=CC=CC=1>[C:2]1([CH2:8][CH2:9][CH2:10][CH2:11][CH2:12][N:13]([CH2:15][CH2:16][C:17]([OH:19])([P:20]([OH:24])(=[O:22])[OH:23])[P:20]([OH:23])(=[O:24])[OH:22])[CH3:14])[CH:7]=[CH:6][CH:5]=[CH:4][CH:3]=1 |f:0.1|. Reported procedure: 12.75 g (0.0446 mol) of 3-[N-(5-phenylpentyl)-N-methylamino]-propionic acid hydrochloride are heated under reflux at 100° with 6.1 ml of 85% phosphoric acid and 30 ml of chlorobenzene, while stirring. 11.7 ml of phosphorus trichloride are then added dropwise at 100°, evolution of the gas taking place. The reaction mixture precipitates a thick mass in the course of 30 minutes. The mixture is heated at 100° for a further 3 hours and the supernatant chlorobenzene is then decanted off. The viscous m... Reactants: solution, FC1=CC2=C(C=CC3=C(C2=O)C=CC(=C3)C)C=C1 (7-fluoro-2-methyl-5-oxo- 5H-dibenzo[a,d]cycloheptene), C(C)OP(=O)(OCC)CC(=O)OCC (Ethyl diethylphosphonoacetate), [H-].[Na+] (sodium hydride), O (water). Solvent: C1CCOC1 (THF), C1CCOC1 (THF), C(C)(=O)OCC (ethyl acetate). Conditions: time 30 minute. Yields the product FC1=CC2=C(C=CC3=C(C2=CC(=O)OCC)C=CC(=C3)C)C=C1 (Ethyl (7-fluoro-2-methyl-5H-dibenzo[a,d]cyclohepten-5-yliden)acetate). Yield: 98.0%. As a reaction SMILES: C(OP([CH2:9][C:10]([O:12][CH2:13][CH3:14])=[O:11])(OCC)=O)C.[H-].[Na+].[F:17][C:18]1[CH:34]=[CH:33][C:21]2[CH:22]=[CH:23][C:24]3[CH:31]=[C:30]([CH3:32])[CH:29]=[CH:28][C:25]=3[C:26](=O)[C:20]=2[CH:19]=1.O>C1COCC1.C(OCC)(=O)C>[F:17][C:18]1[CH:34]=[CH:33][C:21]2[CH:22]=[CH:23][C:24]3[CH:31]=[C:30]([CH3:32])[CH:29]=[CH:28][C:25]=3[C:26](=[CH:9][C:10]([O:12][CH2:13][CH3:14])=[O:11])[C:20]=2[CH:19]=1 |f:1.2|. Procedure details: Ethyl diethylphosphonoacetate (1.3 ml ) was dissolved in 30 ml of THF, and 0.26 g of sodium hydride (60% oily) was added to the solution under ice cooling, followed by stirring under the same conditions for 30 minutes. To the mixture was added dropwise 20 ml of a solution of 0.3 g of 7-fluoro-2-methyl-5-oxo- 5H-dibenzo[a,d]cycloheptene in THF, and the mixture was heated under reflux for 2 hours. After cooling, water and ethyl acetate were added to the mixture, and the organic layer was washed wi... The reactants are BrCCCBr, CCCC[N+](CCCC)(CCCC)CCCC, [Cl-], [K+], [OH-], O, Oc1cccc2c1OCCC2N1CCCCC1. Product: BrCCCOc1cccc2c1OCCC2N1CCCCC1. As a reaction SMILES: [Br:20][CH2:21][CH2:22][CH2:23][Br:24].[CH2:26]([N+:27]([CH2:28][CH2:29][CH2:30][CH3:31])([CH2:32][CH2:33][CH2:34][CH3:35])[CH2:36][CH2:37][CH2:38][CH3:39])[CH2:40][CH2:41][CH3:42].[Cl-:25].[K+:2].[OH-:1].[OH2:43].[OH:3][c:4]1[cH:5][cH:6][cH:7][c:8]2[c:13]1[O:12][CH2:11][CH2:10][CH:9]2[N:14]1[CH2:15][CH2:16][CH2:17][CH2:18][CH2:19]1>>[O:3]([c:4]1[cH:5][cH:6][cH:7][c:8]2[c:13]1[O:12][CH2:11][CH2:10][CH:9]2[N:14]1[CH2:15][CH2:16][CH2:17][CH2:18][CH2:19]1)[CH2:23][CH2:22][CH2:21][Br:20].